This data is from the Open Reaction Database (ORD), a public repository of structured organic reaction records. The task is: describe an organic reaction: reactants, conditions, products, and yield The reactants are O=C(O)C=Cc1c(Cl)cccc1Cl, CN1C(=O)c2cccc(Cl)c2C12CCNCC2. Yields the product CN1C(=O)c2cccc(Cl)c2C12CCN(C(=O)C=Cc1c(Cl)cccc1Cl)CC2. Reaction SMILES: [Cl:18][c:19]1[c:20]([CH:21]=[CH:22][C:23](=[O:24])[OH:25])[c:26]([Cl:30])[cH:27][cH:28][cH:29]1.[Cl:1][c:2]1[cH:3][cH:4][cH:5][c:6]2[c:10]1[C:9]1([N:8]([CH3:16])[C:7]2=[O:17])[CH2:11][CH2:12][NH:13][CH2:14][CH2:15]1>>[Cl:1][c:2]1[cH:3][cH:4][cH:5][c:6]2[c:10]1[C:9]1([N:8]([CH3:16])[C:7]2=[O:17])[CH2:11][CH2:12][N:13]([C:23]([CH:22]=[CH:21][c:20]2[c:19]([Cl:18])[cH:29][cH:28][cH:27][c:26]2[Cl:30])=[O:24])[CH2:14][CH2:15]1. The reactants are IC1=C(C=C(N)C=C1)C (4-iodo-3-methylaniline), N(=C=O)C1=CC(=CC=C1)C(F)(F)F (1-isocyanato-3-(trifluoromethyl)benzene), [N-]=C=O (isocyanate). Solvent: C1=CC=CC=C1 (benzene). Reaction conditions: temperature 90 celsius. Product: IC1=C(C=C(C=C1)NC(=O)NC1=CC(=CC=C1)C(F)(F)F)C (1-(4-iodo-3-methylphenyl)-3-(3-(trifluoromethyl)phenyl)urea). Reaction SMILES: [I:1][C:2]1[CH:8]=[CH:7][C:5]([NH2:6])=[CH:4][C:3]=1[CH3:9].[N:10]([C:13]1[CH:18]=[CH:17][CH:16]=[C:15]([C:19]([F:22])([F:21])[F:20])[CH:14]=1)=[C:11]=[O:12].[N-]=C=O>C1C=CC=CC=1>[I:1][C:2]1[CH:8]=[CH:7][C:5]([NH:6][C:11]([NH:10][C:13]2[CH:18]=[CH:17][CH:16]=[C:15]([C:19]([F:20])([F:21])[F:22])[CH:14]=2)=[O:12])=[CH:4][C:3]=1[CH3:9]. Reported procedure: To a solution of 4-iodo-3-methylaniline (200 mg, 0.86 mmol) in benzene (5 mL) in a sealable tube was added 1-isocyanato-3-(trifluoromethyl)benzene (0.133 mL, 0.94 mL; “E” is an electrophilic group disussed in scheme 3, and here is an isocyanate). The tube was sealed and heated at 90° C. for 4 h. The mixture was allowed to cool to room temperature before filtering. The off white solid was washed with additional benzene (10 mL) and used without further purification. The reactants are [H-].[Na+] (NaH), COC1=CC=C(C=C1)C1=CC(=C(C=C1)C)O (4′-methoxy-4-methyl-biphenyl-3-ol), BrCC(OC)OC (2-bromo-1,1-dimethoxy ethane). The solvent is C1CCOC1 (THF). Reaction conditions: temperature 60 celsius, time 8 hour. Product: COC(COC=1C=C(C=CC1C)C1=CC=C(C=C1)OC)OC (3-(2,2-Dimethoxy-ethoxy)-4′-methoxy-4-methyl-biphenyl). RXN SMILES: [H-].[Na+].[CH3:3][O:4][C:5]1[CH:10]=[CH:9][C:8]([C:11]2[CH:16]=[CH:15][C:14]([CH3:17])=[C:13]([OH:18])[CH:12]=2)=[CH:7][CH:6]=1.Br[CH2:20][CH:21]([O:24][CH3:25])[O:22][CH3:23]>C1COCC1>[CH3:23][O:22][CH:21]([O:24][CH3:25])[CH2:20][O:18][C:13]1[CH:12]=[C:11]([C:8]2[CH:7]=[CH:6][C:5]([O:4][CH3:3])=[CH:10][CH:9]=2)[CH:16]=[CH:15][C:14]=1[CH3:17] |f:0.1|. Procedure details: To NaH (357 mg (600 mg 60% in mineral oil, hexane washed 3×), 14.86 mmol) was added dry THF (100 ml), 4′-methoxy-4-methyl-biphenyl-3-ol (1.59 g, 7.43 mmol), and 2-bromo-1,1-dimethoxy ethane (1.76 g, 10.40 mmol). The reaction was stirred at 60° C. overnight, cooled, passed through a silica plug and concentrated to 1.66 g (74%) of product as a white solid: mp 3940° C.; 1H NMR (300 MHz, DMSO-d6): δ 2.17 (3H, s), 3.38 (6H, s), 3.79 (3H, s), 4.09 (2H, d, J=5.2 Hz), 4.73 (1H, t, J=5.2 Hz), 7.00 (2H, d... The reactants are CC(CC1=CC2=C(C=C1)OCO2)NCC(C2=C(C=CC=C2)OC)O (α-[(α-methyl-3,4-methylenedioxyphenethylamino)methyl]-2-methoxybenzylalcohol), Cl (hydrochloride), C(C1=CC=CC=C1)O (benzylalcohol), Cl (hydrogen chloride). The product is Cl.CC(CC1=CC2=C(C=C1)OCO2)NCC(C2=C(C=CC=C2)OC)O (α-[(α-methyl-3,4-methylenedioxyphenethylamino)methyl]-2-methoxybenzylalcohol hydrochloride). Reaction SMILES: [CH3:1][CH:2]([NH:13][CH2:14][CH:15]([OH:24])[C:16]1[CH:21]=[CH:20][CH:19]=[CH:18][C:17]=1[O:22][CH3:23])[CH2:3][C:4]1[CH:9]=[CH:8][C:7]2[O:10][CH2:11][O:12][C:6]=2[CH:5]=1.C(O)C1C=CC=CC=1.[ClH:33]>>[ClH:33].[CH3:1][CH:2]([NH:13][CH2:14][CH:15]([OH:24])[C:16]1[CH:21]=[CH:20][CH:19]=[CH:18][C:17]=1[O:22][CH3:23])[CH2:3][C:4]1[CH:9]=[CH:8][C:7]2[O:10][CH2:11][O:12][C:6]=2[CH:5]=1 |f:3.4|. Procedure details: A mixture of the α-(α-methyl-3,4-methylenedioxyphenethylimino)-2-methoxyacetophenone solution obtained in paragraph (2), 1.73 g of sodium borohydride and 30 ml of ethanol is treated in the same manner as described in Example 1-(3), whereby α-[(α-methyl-3,4-methylenedioxyphenethylamino)methyl]-2-methoxybenzylalcohol [the mixture of two diastereoisomers] is obtained as a crude oil. Said benzylalcohol [i.e., the mixture of two diastereoisomers] is treated with ethanolic hydrogen chloride to convert... The reactants are c1ccc(CN2CCC3(CC2)CNc2ccccc23)cc1, COc1ccc(C(=O)N2c3ccccc3C(O)CC2C)cc1OC. Yields the product COc1ccc(C(=O)N2c3ccccc3C(N3CC4(CCN(Cc5ccccc5)CC4)c4ccccc43)CC2C)cc1OC. RXN SMILES: [CH2:25]([c:26]1[cH:27][cH:28][cH:29][cH:30][cH:31]1)[N:32]1[CH2:33][CH2:34][C:35]2([CH2:36][NH:37][c:38]3[cH:39][cH:40][cH:41][cH:42][c:43]32)[CH2:44][CH2:45]1.[CH3:1][O:2][c:3]1[cH:4][c:5]([C:6](=[O:7])[N:8]2[CH:9]([CH3:19])[CH2:10][CH:11]([OH:18])[c:12]3[cH:13][cH:14][cH:15][cH:16][c:17]32)[cH:20][cH:21][c:22]1[O:23][CH3:24]>>[CH3:1][O:2][c:3]1[cH:4][c:5]([C:6](=[O:7])[N:8]2[CH:9]([CH3:19])[CH2:10][CH:11]([N:37]3[CH2:36][C:35]4([CH2:34][CH2:33][N:32]([CH2:25][c:26]5[cH:27][cH:28][cH:29][cH:30][cH:31]5)[CH2:45][CH2:44]4)[c:43]4[c:38]3[cH:39][cH:40][cH:41][cH:42]4)[c:12]3[cH:13][cH:14][cH:15][cH:16][c:17]32)[cH:20][cH:21][c:22]1[O:23][CH3:24].